From a dataset of the Open Reaction Database (ORD), a public repository of structured organic reaction records. describe an organic reaction: reactants, conditions, products, and yield The reactants are C(=O)(Cl)Cl (phosgene), C(=C)P(O)(O)=O (vinylphosphonic acid), C(=C)P(=O)(Cl)Cl (vinylphosphonic acid dichloride). The solvent is ClCCCl (1,2-Dichloroethane). Conditions: time 10 hour. Yields the product C(=C)P(=O)(Cl)Cl (vinylphosphonic acid dichloride), ClCCP(=O)(Cl)Cl (2-chloroethanephosphonic acid dichloride). RXN SMILES: C(P(=O)(O)O)=C.[CH:7]([P:9]([Cl:12])([Cl:11])=[O:10])=[CH2:8].[C:13]([Cl:16])(Cl)=O>ClCCCl>[CH:7]([P:9]([Cl:12])([Cl:11])=[O:10])=[CH2:8].[Cl:16][CH2:13][CH2:7][P:9]([Cl:12])([Cl:11])=[O:10]. Procedure: 298 g of the vinylphosphonic acid derivatives thus prepared are metered into 300 g of vinylphosphonic acid dichloride at 145° C. during the course of 4 hours, whilst stirring, during which time phosgene gas is continuously introduced into the reaction mixture. The reaction mixture is then further phosgenated for 10 hours at this temperature. 1,2-Dichloroethane which is formed distils off during the phosgenation. After the phosgenation has ended, the excess phosgene is stripped off at room temper... The product is COC=1C=C(C=CC1)C1=NC=C(C=C1)[N+](=O)[O-] (2-(3-methoxyphenyl)-5-nitropyridine). Isolated yield 84.4%. RXN SMILES: Cl[C:2]1[CH:7]=[CH:6][C:5]([N+:8]([O-:10])=[O:9])=[CH:4][N:3]=1.[CH3:11][O:12][C:13]1[CH:14]=[C:15](B(O)O)[CH:16]=[CH:17][CH:18]=1>>[CH3:11][O:12][C:13]1[CH:18]=[C:17]([C:2]2[CH:7]=[CH:6][C:5]([N+:8]([O-:10])=[O:9])=[CH:4][N:3]=2)[CH:16]=[CH:15][CH:14]=1. Reported procedure: The title compound (612 mg) was prepared from 2-chloro-5-nitropyridine (500 mg, 3.15 mmol) and 3-methoxyphenylboronic acid (623 mg, 4.1 mmol) as a pale yellow solid. 1H-NMR (δ ppm, CDCl3, 400 MHz): 9.50 (d, J 2.6, 1H), 8.53 (dd, J 2.6, 8.8, 1H), 7.91 (d, J 8.8, 1H), 7.69-7.68 (m, 1H), 7.63 (d, J 7.8, 1H), 7.44 (t, J 7.9, 1H), 7.08-7.05 (m, 1H), 3.91 (s, 3H). The reactants are ClC1=NC=C(C=C1)[N+](=O)[O-] (2-chloro-5-nitropyridine), COC=1C=C(C=CC1)B(O)O (3-methoxyphenylboronic acid).